Dataset: the Open Reaction Database (ORD), a public repository of structured organic reaction records. Task: describe an organic reaction: reactants, conditions, products, and yield Reactants: CCOC(=O)c1cn2c3c(c(Cl)c(F)cc3c1=O)C(=O)CC2C, C1CNCCN1, ClC(Cl)Cl. Product: CCOC(=O)c1cn2c3c(c(N4CCNCC4)c(F)cc3c1=O)C(=O)CC2C. As a reaction SMILES: [CH2:1]([CH3:2])[O:3][C:4](=[O:5])[c:6]1[cH:7][n:8]2[c:13]3[c:12]([c:19]([Cl:20])[c:18]([F:21])[cH:17][c:14]3[c:15]1=[O:16])[C:11](=[O:22])[CH2:10][CH:9]2[CH3:23].[CH2:24]1[CH2:25][NH:26][CH2:27][CH2:28][NH:29]1.[CH:30]([Cl:31])([Cl:32])[Cl:33]>>[CH2:1]([CH3:2])[O:3][C:4](=[O:5])[c:6]1[cH:7][n:8]2[c:13]3[c:12]([c:19]([N:26]4[CH2:25][CH2:24][NH:29][CH2:28][CH2:27]4)[c:18]([F:21])[cH:17][c:14]3[c:15]1=[O:16])[C:11](=[O:22])[CH2:10][CH:9]2[CH3:23]. Starting materials: C1CCNC1, COc1ccc(C=O)cc1O, ClCCl, Cl. Yields the product COc1ccc(CN2CCCC2)cc1O. Reaction SMILES: [CH2:1]1[CH2:2][CH2:3][NH:4][CH2:5]1.[CH3:6][O:7][c:8]1[cH:9][cH:10][c:11]([CH:12]=[O:13])[cH:14][c:15]1[OH:16].[Cl:18][CH2:19][Cl:20].[ClH:17]>>[CH2:1]1[CH2:2][CH2:3][N:4]([CH2:12][c:11]2[cH:10][cH:9][c:8]([O:7][CH3:6])[c:15]([OH:16])[cH:14]2)[CH2:5]1.